Dataset: the Open Reaction Database (ORD), a public repository of structured organic reaction records. Task: describe an organic reaction: reactants, conditions, products, and yield The reactants are C1CCOC1, Cc1cc(C)c(C#N)c(Cl)n1, [Na+], [O-]c1ccccc1, O, O, O. Yields the product Cc1cc(C)c(C#N)c(Oc2ccccc2)n1. Reaction SMILES: [CH2:23]1[O:24][CH2:25][CH2:26][CH2:27]1.[CH3:1][c:2]1[cH:3][c:4]([CH3:11])[n:5][c:6]([Cl:10])[c:7]1[C:8]#[N:9].[Na+:22].[O-:15][c:16]1[cH:17][cH:18][cH:19][cH:20][cH:21]1.[OH2:12].[OH2:13].[OH2:14]>>[CH3:1][c:2]1[cH:3][c:4]([CH3:11])[n:5][c:6]([O:15][c:16]2[cH:17][cH:18][cH:19][cH:20][cH:21]2)[c:7]1[C:8]#[N:9].